describe an organic reaction: reactants, conditions, products, and yield From a dataset of the Open Reaction Database (ORD), a public repository of structured organic reaction records. The reactants are solution, Cl (hydrogen chloride), C(C)(C)(C)OC(=O)N(C1C=2C=CC(=NC2CCC1)C(=O)OCC)CCC1=C(C=CC=C1)OCC1=CC=C(C=C1)C=1OC2=C(N1)C=C(C=C2)C ((+)-ethyl 5-{(tert-butoxycarbonyl)[2-(2-{[4-(5-methyl-1,3-benzoxazol-2-yl)benzyl]oxy}-phenyl)-ethyl]amino}-5,6,7,8-tetrahydroquinoline-2-carboxylate). Solvent: O1CCOCC1 (dioxane). Conditions: time 4 hour. The product is Cl.Cl.CC=1C=CC2=C(N=C(O2)C2=CC=C(COC3=C(C=CC=C3)CCNC3C=4C=CC(=NC4CCC3)C(=O)OCC)C=C2)C1 (Ethyl 5-{[2-(2-{[4-(5-methyl-1,3-benzoxazol-2-yl)benzyl]oxy}phenyl)ethyl]amino}-5,6,7,8-tetrahydroquinoline-2-carboxylate dihydrochloride). Reaction SMILES: [ClH:1].C(OC([N:9]([CH2:25][CH2:26][C:27]1[CH:32]=[CH:31][CH:30]=[CH:29][C:28]=1[O:33][CH2:34][C:35]1[CH:40]=[CH:39][C:38]([C:41]2[O:42][C:43]3[CH:49]=[CH:48][C:47]([CH3:50])=[CH:46][C:44]=3[N:45]=2)=[CH:37][CH:36]=1)[CH:10]1[CH2:19][CH2:18][CH2:17][C:16]2[N:15]=[C:14]([C:20]([O:22][CH2:23][CH3:24])=[O:21])[CH:13]=[CH:12][C:11]1=2)=O)(C)(C)C>O1CCOCC1>[ClH:1].[ClH:1].[CH3:50][C:47]1[CH:48]=[CH:49][C:43]2[O:42][C:41]([C:38]3[CH:37]=[CH:36][C:35]([CH2:34][O:33][C:28]4[CH:29]=[CH:30][CH:31]=[CH:32][C:27]=4[CH2:26][CH2:25][NH:9][CH:10]4[CH2:19][CH2:18][CH2:17][C:16]5[N:15]=[C:14]([C:20]([O:22][CH2:23][CH3:24])=[O:21])[CH:13]=[CH:12][C:11]4=5)=[CH:40][CH:39]=3)=[N:45][C:44]=2[CH:46]=1 |f:3.4.5|. Procedure: 5 ml of a 4 N solution of hydrogen chloride in dioxane were added to 581 mg (0.88 mmol) of (+)-ethyl 5-{(tert-butoxycarbonyl)[2-(2-{[4-(5-methyl-1,3-benzoxazol-2-yl)benzyl]oxy}-phenyl)-ethyl]amino}-5,6,7,8-tetrahydroquinoline-2-carboxylate (Example 25A), and the mixture was stirred at room temperature for 4 h. The reaction solution was then concentrated to dryness and the residue was dried under high vacuum overnight. This gave 564 mg (0.88 mmol, 100% of theory) of the target product as a beige ... The reactants are BrC1=C(N)C(=CC(=C1)C(F)(F)F)I (2-bromo-6-iodo-4-(trifluoromethyl)-aniline), C(#C)[Si](C)(C)C (ethinyltrimethylsilane). Reagents/catalysts: Cl[Pd]([P](C1=CC=CC=C1)(C2=CC=CC=C2)C3=CC=CC=C3)([P](C4=CC=CC=C4)(C5=CC=CC=C5)C6=CC=CC=C6)Cl (Pd(PPh3)2Cl2), [Cu]I (CuI). Solvent: C(C)N(CC)CC (triethylamine), C(C)N(CC)CC (triethylamine). The product is BrC1=C(C(=CC(=C1)C(F)(F)F)C#C[Si](C)(C)C)N (2-bromo-4-trifluoromethyl-6-trimethylsilanylethynyl-phenylamine). Yield: 92.2%. As a reaction SMILES: [Br:1][C:2]1[CH:8]=[C:7]([C:9]([F:12])([F:11])[F:10])[CH:6]=[C:5](I)[C:3]=1[NH2:4].[C:14]([Si:16]([CH3:19])([CH3:18])[CH3:17])#[CH:15]>C(N(CC)CC)C.Cl[Pd](Cl)([P](C1C=CC=CC=1)(C1C=CC=CC=1)C1C=CC=CC=1)[P](C1C=CC=CC=1)(C1C=CC=CC=1)C1C=CC=CC=1.[Cu]I>[Br:1][C:2]1[CH:8]=[C:7]([C:9]([F:12])([F:11])[F:10])[CH:6]=[C:5]([C:15]#[C:14][Si:16]([CH3:19])([CH3:18])[CH3:17])[C:3]=1[NH2:4] |^1:29,48|. Procedure details: To a solution of 7.54 g of 2-bromo-6-iodo-4-(trifluoromethyl)-aniline (21 mmol) in 70 ml triethylamine were added 723 mg of Pd(PPh3)2Cl2 (1 mmol), 196 mg of CuI (1 mmol) and 3.14 ml of ethinyltrimethylsilane (23 mmol). The reaction mixture was stirred for 3 h at rt before the triethylamine was removed under reduced pressure. Then DCM was added and the resulting suspension was filtered. The filtrate was then concentrated and the residue purified by chromatography (silica gel; c-hexane/EtOAc 19:1)... Reactants: C(CC(=O)OCC)(=O)OCC (diethyl malonate), [Na] (sodium). Solvent: C(C)O (ethanol). The product is C(CC(=O)OCC)(=O)OCC.[Na] (sodium diethyl malonate). RXN SMILES: [Na:1].[C:2]([O:10][CH2:11][CH3:12])(=[O:9])[CH2:3][C:4]([O:6][CH2:7][CH3:8])=[O:5]>C(O)C>[C:4]([O:6][CH2:7][CH3:8])(=[O:5])[CH2:3][C:2]([O:10][CH2:11][CH3:12])=[O:9].[Na:1] |f:3.4,^1:0,26|. Procedure details: The compound ##EQU36## is prepared by adding 44 grams sodium metal to 900 ml. ethanol and adding 320 grams diethyl malonate to form a slurry of sodium diethyl malonate. To this slurry, 88 grams of ethylene oxide in 300 ml. ethanol is added, the temperature being maintained in the range of 40° to 45° C. The mixture is stirred for 14 hours at a temperature of 25° C and 120 ml. glacial acetic acid is added to form the compound (1). The ethanol is distilled from the slurry under reduced pressure; 50...